From a dataset of the Open Reaction Database (ORD), a public repository of structured organic reaction records. describe an organic reaction: reactants, conditions, products, and yield RXN SMILES: [CH3:1][C@@:2]12[C:10](=[O:11])[CH2:9][CH2:8][C@H:7]1[C@@H:6]1[CH2:12][CH:13]=[C:14]3[CH2:19][C@@H:18]([OH:20])[CH2:17][CH2:16][C@:15]3([CH3:21])[C@H:5]1[CH2:4][CH2:3]2.[H-].[Na+].[C:24]([O:27]CCl)(=[O:26])[CH3:25].[C:30](Cl)(=[O:32])C.C=O>C1COCC1.[Cl-].[Cl-].[Zn+2].O>[C:24]([OH:27])(=[O:26])[CH3:25].[OH:32][CH2:30][O:20][C@H:18]1[CH2:17][CH2:16][C@@:15]2([CH3:21])[C:14](=[CH:13][CH2:12][C@@H:6]3[C@@H:5]2[CH2:4][CH2:3][C@@:2]2([CH3:1])[C@H:7]3[CH2:8][CH2:9][C:10]2=[O:11])[CH2:19]1 |f:1.2,7.8.9,11.12|. Solvent: C1CCOC1 (THF), O (water). Procedure details: To a solution of dehydroepiandrosterone (2.88 g, 10 mmol) in THF (100 mL) is added sodium hydride (11 mmol, 60% in oil) at room temperature under an argon atmosphere. When all the sodium hydride has reacted, chloromethyl acetate (prepared from acetyl chloride and formaldehyde (or derivative) using ZnCl2 as catalyst) is added and the mixture is heated for a few hours. After cooling, the mixture is poured into water and extracted with ethyl acetate. The organic phase is then washed with water, dri... The reactants are C[C@]12CC[C@H]3[C@H]([C@@H]1CCC2=O)CC=C4[C@@]3(CC[C@@H](C4)O)C (dehydroepiandrosterone), [H-].[Na+] (sodium hydride), C(C)(=O)OCCl (chloromethyl acetate), C(C)(=O)Cl (acetyl chloride), C=O (formaldehyde), [H-].[Na+] (sodium hydride). The product is C(C)(=O)O.OCO[C@@H]1CC2=CC[C@H]3[C@@H]4CCC([C@@]4(C)CC[C@@H]3[C@]2(CC1)C)=O (3β-hydroxymethoxy-5-androsten-17-one acetate). Reagents/catalysts: [Cl-].[Cl-].[Zn+2] (ZnCl2). Starting materials: NC1=CC=C(C=C1)C=1C(CC(NN1)=O)C (6-(4-aminophenyl)-4,5-dihydro-5-methylpyridazinone), C=1(C(=CC=CC1)S(=O)(=O)O)C (toluenesulfonic acid), COC1OC(CC1CN(C)C)OC (2,5-dimethoxy-3-dimethylaminomethyltetrahydrofuran), C(=O)(O)[O-].[Na+] (NaHCO3). The solvent is C1(=CC=CC=C1)C (toluene), CN(C=O)C (dimethylformamide), CN(C=O)C (dimethylformamide). The product is CN(C)CC1=CN(C=C1)C1=CC=C(C=C1)C=1C(CC(NN1)=O)C (6-[4-(3-Dimethylaminomethylpyrrol-1-yl)-phenyl]-4,5-dihydro-5-methylpyridazinone). Reaction SMILES: [NH2:1][C:2]1[CH:7]=[CH:6][C:5]([C:8]2[CH:9]([CH3:15])[CH2:10][C:11](=[O:14])[NH:12][N:13]=2)=[CH:4][CH:3]=1.C1(C)C(S(O)(=O)=O)=CC=CC=1.CO[CH:29]1[CH:33]([CH2:34][N:35]([CH3:37])[CH3:36])[CH2:32][CH:31](OC)O1.C([O-])(O)=O.[Na+]>C1(C)C=CC=CC=1.CN(C)C=O>[CH3:36][N:35]([CH2:34][C:33]1[CH:32]=[CH:31][N:1]([C:2]2[CH:7]=[CH:6][C:5]([C:8]3[CH:9]([CH3:15])[CH2:10][C:11](=[O:14])[NH:12][N:13]=3)=[CH:4][CH:3]=2)[CH:29]=1)[CH3:37] |f:3.4|. Reported procedure: 10 millimoles of 6-(4-aminophenyl)-4,5-dihydro-5-methylpyridazinone in toluene were refluxed with 13 millimoles of toluenesulfonic acid and 12 millimoles of 2,5-dimethoxy-3-dimethylaminomethyltetrahydrofuran with the addition of a little dimethylformamide, this procedure being carried out under a water separator. When the reaction was complete, which was determined by thin layer chromatography, the major part of the solvent was stripped off, the residue was taken up in dimethylformamide and the ...